From a dataset of the Open Reaction Database (ORD), a public repository of structured organic reaction records. describe an organic reaction: reactants, conditions, products, and yield Reactants: C(CCC)C1=NC2=C(N1CC1=CC=C(C=C1)C1=C(C=CC=C1)C1=NN=NN1C(C1=CC=CC=C1)(C1=CC=CC=C1)C1=CC=CC=C1)C=CC(=C2)N2C(N(CCC2)CC2=CC=CC=C2)=O (4'-[[2-n-butyl-5-(3-benzyl-3,4,5,6-tetrahydro-2(1H)-pyrimidinon-1-yl)-benzimidazol-1-yl]methyl]-2-(1-triphenylmethyl-tetrazol-5-yl)-biphenyl), CO (methanol). The solvent is Cl (hydrochloric acid). Yields the product C(CCC)C1=NC2=C(N1CC1=CC=C(C=C1)C1=C(C=CC=C1)C1=NN=NN1)C=CC(=C2)N2C(N(CCC2)CC2=CC=CC=C2)=O (4'-[[2-n-Butyl-5-(3-benzyl-3,4,5,6-tetrahydro-2(1H)-pyrimidinon-1-yl)-benzimidazol-1-yl]-methyl]-2-(1H-tetrazol-5-yl)-biphenyl). RXN SMILES: [CH2:1]([C:5]1[N:9]([CH2:10][C:11]2[CH:16]=[CH:15][C:14]([C:17]3[CH:22]=[CH:21][CH:20]=[CH:19][C:18]=3[C:23]3[N:27](C(C4C=CC=CC=4)(C4C=CC=CC=4)C4C=CC=CC=4)[N:26]=[N:25][N:24]=3)=[CH:13][CH:12]=2)[C:8]2[CH:47]=[CH:48][C:49]([N:51]3[CH2:56][CH2:55][CH2:54][N:53]([CH2:57][C:58]4[CH:63]=[CH:62][CH:61]=[CH:60][CH:59]=4)[C:52]3=[O:64])=[CH:50][C:7]=2[N:6]=1)[CH2:2][CH2:3][CH3:4].CO>Cl>[CH2:1]([C:5]1[N:9]([CH2:10][C:11]2[CH:12]=[CH:13][C:14]([C:17]3[CH:22]=[CH:21][CH:20]=[CH:19][C:18]=3[C:23]3[NH:24][N:25]=[N:26][N:27]=3)=[CH:15][CH:16]=2)[C:8]2[CH:47]=[CH:48][C:49]([N:51]3[CH2:56][CH2:55][CH2:54][N:53]([CH2:57][C:58]4[CH:63]=[CH:62][CH:61]=[CH:60][CH:59]=4)[C:52]3=[O:64])=[CH:50][C:7]=2[N:6]=1)[CH2:2][CH2:3][CH3:4]. Procedure details: Prepared analogously to Example 55 from 4'-[[2-n-butyl-5-(3-benzyl-3,4,5,6-tetrahydro-2(1H)-pyrimidinon-1-yl)-benzimidazol-1-yl]methyl]-2-(1-triphenylmethyl-tetrazol-5-yl)-biphenyl and methanol in methanolic hydrochloric acid. Procedure details: To a suspension of furo[2,3-b]pyridine-5-carboxylic acid (1.8 g, 11 mmol) in dry tetrahydrofuran (45 mL), under a nitrogen atmosphere and cooled to -70° C., was added diisopropylamine (1.54 mL, 11 mmol) to give a partial solution. Then 1.6M butyl lithium in hexane (19.7 mL, 31.5 mmol) was added dropwise to give a yellow precipitate. This suspension was stirred for 2.5 hours and then sulfur dioxide gas was bubbled over the reaction surface to give a very thick precipitate. After warming to room t... Reaction SMILES: [O:1]1[C:5]2=[N:6][CH:7]=[C:8]([C:10]([OH:12])=[O:11])[CH:9]=[C:4]2[CH:3]=[CH:2]1.C([NH:16]C(C)C)(C)C.C([Li])CCC.CCCCCC.C(O)(=O)C.O.O.O.C([O-])(=O)C.[Na+].N[O:44][S:45]([OH:48])(=O)=O>O1CCCC1.C(OCC)C>[S:45]([C:2]1[O:1][C:5]2=[N:6][CH:7]=[C:8]([C:10]([OH:12])=[O:11])[CH:9]=[C:4]2[CH:3]=1)(=[O:48])(=[O:44])[NH2:16] |f:5.6.7.8.9|. The solvent is C(C)OCC (diethyl ether), O1CCCC1 (tetrahydrofuran). The reactants are O.O.O.C(C)(=O)[O-].[Na+] (sodium acetate trihydrate), NOS(=O)(=O)O (hydroxylamine-o-sulfonic acid), C(C)(=O)O (acetic acid), C(C)(C)NC(C)C (diisopropylamine), C(CCC)[Li] (butyl lithium), CCCCCC (hexane), O1C=CC=2C1=NC=C(C2)C(=O)O (furo[2,3-b]pyridine-5-carboxylic acid). The product is S(N)(=O)(=O)C1=CC=2C(=NC=C(C2)C(=O)O)O1 (2-sulfamoylfuro[2,3-b]pyridine-5-carboxylic acid). The yield is 56.7%. Conditions: temperature -70 celsius, time 2.5 hour. The reactants are CC=1C(C2=CC=CC=C2C(C1CCC(CC(C(=O)O)C(=O)O)C)=O)=O (2-methyl-3-(5',5'-dicarboxy-3'-methylpentyl)- 1,4-naphthoquinone). Run in C(Cl)(Cl)Cl.C(C)O (chloroform ethanol). Conditions: temperature 140 celsius. Product: CC=1C(C2=CC=CC=C2C(C1CCC(CCC(=O)O)C)=O)=O (2-methyl-3-(5'-carboxy-3'-methylpentyl)-1,4-naphthoquinone). Reaction SMILES: [CH3:1][C:2]1[C:3](=[O:25])[C:4]2[C:9]([C:10](=[O:24])[C:11]=1[CH2:12][CH2:13][CH:14]([CH3:23])[CH2:15][CH:16](C(O)=O)[C:17]([OH:19])=[O:18])=[CH:8][CH:7]=[CH:6][CH:5]=2>C(Cl)(Cl)Cl.C(O)C>[CH3:1][C:2]1[C:3](=[O:25])[C:4]2[C:9]([C:10](=[O:24])[C:11]=1[CH2:12][CH2:13][CH:14]([CH3:23])[CH2:15][CH2:16][C:17]([OH:19])=[O:18])=[CH:8][CH:7]=[CH:6][CH:5]=2 |f:1.2|. Procedure: 4.3 Parts of 2,3,5-trimethyl-6-(5',5'-dicarboxy-3'-methylpentyl)-1,4-benzoquinone (Formula (IV) wherein R=H3C; Z=H) obtained in Reference Example 1 is heated at 140°C for 1 hour. It is then subjected to thin-layer chromatography with chloroform-ethanol (19:1) as the developer and recrystallized from ligroine. Th described procedure gives 2.97 parts of 2,3,5-trimethyl-6-(5'-carboxy-3'-methylpentyl)-1,4-benzoquinone (Formula (I) wherein R=H3C; Z=H) as yellowish needles. melting point 58°C-61°C. Starting materials: ClC1=CC=C(C=O)C=C1 (4-chlorobenzaldehyde), P(OCC)(OCC)[O-] (diethyl phosphite). Solvent: C(C)N(CC)CC (triethylamine). Reaction conditions: time 4 day. The product is ClC1=CC=C(C=C1)C(O)P(OCC)(OCC)=O (diethyl (4-chlorophenyl)hydroxymethylphosphonate). Yield: 99.1%. As a reaction SMILES: [Cl:1][C:2]1[CH:9]=[CH:8][C:5]([CH:6]=[O:7])=[CH:4][CH:3]=1.[P:10]([O-:17])([O:14][CH2:15][CH3:16])[O:11][CH2:12][CH3:13]>C(N(CC)CC)C>[Cl:1][C:2]1[CH:9]=[CH:8][C:5]([CH:6]([P:10](=[O:17])([O:14][CH2:15][CH3:16])[O:11][CH2:12][CH3:13])[OH:7])=[CH:4][CH:3]=1. Procedure details: Under a nitrogen atmosphere a solution of 20.0 grams (0.143 mole) of 4-chlorobenzaldehyde and 19.7 grams (0.142 mole) of diethyl phosphite was stirred at ambient temperature for 4 days. Gas chromatographic analysis of the reaction mixture indicated the reaction had not gone to completion. Ten ml of triethylamine was added, and the reaction mixture was stirred at ambient temperature for an additional 4 days. Gas chromatographic analysis of the reaction mixture indicated the reaction mixture still... The reactants are C(C)(=O)N1CC2=C(CC1)C(=C(S2)CC)CCBr (6-acetyl-3-(2-bromoethyl)-2-ethyl-4,5,6,7-tetrahydrothieno[2,3-c]pyridine), C(C(=O)O)(=O)O.S1N=C(C2=C1C=CC=C2)N2CCN(CC2)CCCC(=O)C2=CC=1C(NCCSC1S2)=O (7-(4-(4-(1,2-benzisothiazol-3-yl) piperazin-1-yl)butyryl)-2,3-dihydrothieno[3,2-f][1,4]thiazepin-5(4H)-one oxalate), Cl.FC1=CC2=C(C(=NO2)C2CCNCC2)C=C1 (4-(6-fluoro-1,2-benzisoxazol-3-yl)piperidine hydrochloride). The product is C(C)(=O)N1CC2=C(CC1)C(=C(S2)CC)CCN2CCC(CC2)C2=NOC1=C2C=CC(=C1)F (6-acetyl-2-ethyl-3-(2-(4-(6-fluoro-1,2-benzisoxazol-3-yl)piperidin-1-yl)ethyl)-4,5,6,7-tetrahydrothieno[2,3-c]pyridine). Yield: 62.0%. As a reaction SMILES: [C:1]([N:4]1[CH2:9][CH2:8][C:7]2[C:10]([CH2:15][CH2:16]Br)=[C:11]([CH2:13][CH3:14])[S:12][C:6]=2[CH2:5]1)(=[O:3])[CH3:2].Cl.[F:19][C:20]1[CH:34]=[CH:33][C:23]2[C:24]([CH:27]3[CH2:32][CH2:31][NH:30][CH2:29][CH2:28]3)=[N:25][O:26][C:22]=2[CH:21]=1.C(O)(=O)C(O)=O.S1C2C=CC=CC=2C(N2CCN(CCCC(C3SC4SCCNC(=O)C=4C=3)=O)CC2)=N1>>[C:1]([N:4]1[CH2:9][CH2:8][C:7]2[C:10]([CH2:15][CH2:16][N:30]3[CH2:29][CH2:28][CH:27]([C:24]4[C:23]5[CH:33]=[CH:34][C:20]([F:19])=[CH:21][C:22]=5[O:26][N:25]=4)[CH2:32][CH2:31]3)=[C:11]([CH2:13][CH3:14])[S:12][C:6]=2[CH2:5]1)(=[O:3])[CH3:2] |f:1.2,3.4|. Procedure: The reaction and procedure were conducted in a similar manner as in Example 24 using 2.5 g of 6-acetyl-3-(2-bromoethyl)-2-ethyl-4,5,6,7-tetrahydrothieno[2,3-c]pyridine and 2.0 g of 4-(6-fluoro-1,2-benzisoxazol-3-yl)piperidine hydrochloride to give 2.2 g of 6-acetyl-2-ethyl-3-(2-(4-(6-fluoro-1,2-benzisoxazol-3-yl)piperidin-1-yl)ethyl)-4,5,6,7-tetrahydrothieno[2,3-c]pyridine as an oil, m.p. 191°-201° C. as oxalate 1/2 hydrate thereof.